From a dataset of the Open Reaction Database (ORD), a public repository of structured organic reaction records. describe an organic reaction: reactants, conditions, products, and yield The reactants are Cc1c(Br)c2c(c(C)c1NC(=O)OC(C)(C)C)C(=O)C(C)(C)O2, CCOC(C)=O, CCCCCC. Product: Cc1c(Br)c2c(c(C)c1NC(=O)OC(C)(C)C)C(O)C(C)(C)O2. Reaction SMILES: [Br:1][c:2]1[c:3]([CH3:23])[c:4]([NH:15][C:16]([O:17][C:18]([CH3:19])([CH3:20])[CH3:21])=[O:22])[c:5]([CH3:14])[c:6]2[c:10]1[O:9][C:8]([CH3:11])([CH3:12])[C:7]2=[O:13].[C:30]([O:31][CH2:32][CH3:33])(=[O:34])[CH3:35].[CH3:24][CH2:25][CH2:26][CH2:27][CH2:28][CH3:29]>>[Br:1][c:2]1[c:3]([CH3:23])[c:4]([NH:15][C:16]([O:17][C:18]([CH3:19])([CH3:20])[CH3:21])=[O:22])[c:5]([CH3:14])[c:6]2[c:10]1[O:9][C:8]([CH3:11])([CH3:12])[CH:7]2[OH:13]. Starting materials: O=C([O-])[O-], CCOC(=O)c1csc(S)n1, CN(C)C=O, O=C(CCl)NCC1CN(Cc2ccc(Cl)c(Cl)c2)CCO1, Cl, [K+], [K+], O. The product is CCOC(=O)c1csc(SCC(=O)NCC2CN(Cc3ccc(Cl)c(Cl)c3)CCO2)n1. Reaction SMILES: [C:34](=[O:35])([O-:36])[O-:37].[CH2:23]([CH3:24])[O:25][C:26](=[O:27])[c:28]1[n:29][c:30]([SH:33])[s:31][cH:32]1.[CH3:41][N:42]([CH3:43])[CH:44]=[O:45].[Cl:2][c:3]1[cH:4][c:5]([CH2:6][N:7]2[CH2:8][CH:9]([CH2:13][NH:14][C:15]([CH2:16][Cl:17])=[O:18])[O:10][CH2:11][CH2:12]2)[cH:19][cH:20][c:21]1[Cl:22].[ClH:1].[K+:38].[K+:39].[OH2:40]>>[Cl:2][c:3]1[cH:4][c:5]([CH2:6][N:7]2[CH2:8][CH:9]([CH2:13][NH:14][C:15]([CH2:16][S:33][c:30]3[n:29][c:28]([C:26]([O:25][CH2:23][CH3:24])=[O:27])[cH:32][s:31]3)=[O:18])[O:10][CH2:11][CH2:12]2)[cH:19][cH:20][c:21]1[Cl:22].